From a dataset of the Open Reaction Database (ORD), a public repository of structured organic reaction records. describe an organic reaction: reactants, conditions, products, and yield Reactants: OC1=CC=C(C=C1)C1=CC=CC=C1 (4-Hydroxy-1,1'-biphenyl), C(CCCCCCCCC)Br (decyl bromide), [OH-].[K+] (potassium hydroxide). Run in C(C)(=O)OCC (ethyl acetate). Reaction conditions: time 6 hour. The product is C(CCCCCCCCC)OC1=CC=C(C=C1)C1=CC=CC=C1 (4-Decyloxy-1,1'-biphenyl). Reaction SMILES: [OH:1][C:2]1[CH:7]=[CH:6][C:5]([C:8]2[CH:13]=[CH:12][CH:11]=[CH:10][CH:9]=2)=[CH:4][CH:3]=1.[CH2:14](Br)[CH2:15][CH2:16][CH2:17][CH2:18][CH2:19][CH2:20][CH2:21][CH2:22][CH3:23].[OH-].[K+]>C(OCC)(=O)C>[CH2:14]([O:1][C:2]1[CH:3]=[CH:4][C:5]([C:8]2[CH:13]=[CH:12][CH:11]=[CH:10][CH:9]=2)=[CH:6][CH:7]=1)[CH2:15][CH2:16][CH2:17][CH2:18][CH2:19][CH2:20][CH2:21][CH2:22][CH3:23] |f:2.3|. Procedure: 4-Hydroxy-1,1'-biphenyl (61.3 g, 0.36 mol) and decyl bromide (218 g, 0.72 mol) were heated at 80° C. To this solution, a 50% potassium hydroxide aqueous solution (57 g) was added dropwise at 80° C. and then stirring was continued for 6 h at the same temperature. After cooling, the mixture was diluted with ethyl acetate, the organic layer was separated, washed with H2O and dried over MgSO4. The solvent was removed under reduced pressure and the resultant residue was recrystallized from a mixed so... The reactants are C=O, COC(=O)c1ccc(C=O)cc1, CO, Cc1cc(O)ccc1N. Product: COC(=O)c1ccc(CN(C)c2ccc(O)cc2C)cc1. As a reaction SMILES: [CH2:22]=[O:23].[CH3:10][O:11][C:12]([c:13]1[cH:14][cH:15][c:16]([CH:19]=[O:20])[cH:17][cH:18]1)=[O:21].[CH3:24][OH:25].[NH2:1][c:2]1[c:3]([CH3:9])[cH:4][c:5]([OH:8])[cH:6][cH:7]1>>[N:1]([c:2]1[c:3]([CH3:9])[cH:4][c:5]([OH:8])[cH:6][cH:7]1)([CH2:19][c:16]1[cH:15][cH:14][c:13]([C:12]([O:11][CH3:10])=[O:21])[cH:18][cH:17]1)[CH3:22]. The reactants are COc1ccc(CCNC(=O)c2ccc(Cl)nn2)cc1, O=C(c1ccccc1C(F)(F)F)N1CCNCC1. Yields the product COc1ccc(CCNC(=O)c2ccc(N3CCN(C(=O)c4ccccc4C(F)(F)F)CC3)nn2)cc1. RXN SMILES: [CH3:1][O:2][c:3]1[cH:4][cH:5][c:6]([CH2:9][CH2:10][NH:11][C:12](=[O:13])[c:14]2[n:15][n:16][c:17]([Cl:20])[cH:18][cH:19]2)[cH:7][cH:8]1.[N:21]1([C:27](=[O:28])[c:29]2[c:30]([C:35]([F:36])([F:37])[F:38])[cH:31][cH:32][cH:33][cH:34]2)[CH2:22][CH2:23][NH:24][CH2:25][CH2:26]1>>[CH3:1][O:2][c:3]1[cH:4][cH:5][c:6]([CH2:9][CH2:10][NH:11][C:12](=[O:13])[c:14]2[n:15][n:16][c:17]([N:24]3[CH2:23][CH2:22][N:21]([C:27](=[O:28])[c:29]4[c:30]([C:35]([F:36])([F:37])[F:38])[cH:31][cH:32][cH:33][cH:34]4)[CH2:26][CH2:25]3)[cH:18][cH:19]2)[cH:7][cH:8]1. Starting materials: NC=1C(=CC2=C(N(C3=CC=CC=C23)C[C@H](C)NC(OC(C)(C)C)=O)N1)C(=O)N (tert-butyl {(1S)-2-[2-amino-3-(aminocarbonyl)-9H-pyrido[2,3-b]indol-9-yl]-1-methylethyl}carbamate), C(C)N1C2=C(C3=CC=CC=C13)C=C(C(=N2)NC)C(=O)N (9-ethyl-2-(methylamino)-9H-pyrido[2,3-b]indole-3-carboxamide). Product: NC(=O)C1=CC2=C(N(C3=CC=CC=C23)C[C@H](C)NC(OC(C)(C)C)=O)N=C1NC (tert-butyl {(1S)-2-[3-(aminocarbonyl)-2-(methylamino)-9H-pyrido[2,3-b]indol-9-yl]-1-methylethyl}carbamate). The yield is 89.0%. RXN SMILES: [NH2:1][C:2]1[C:3]([C:26]([NH2:28])=[O:27])=[CH:4][C:5]2[C:13]3[C:8](=[CH:9][CH:10]=[CH:11][CH:12]=3)[N:7]([CH2:14][C@@H:15]([NH:17][C:18](=[O:24])[O:19][C:20]([CH3:23])([CH3:22])[CH3:21])[CH3:16])[C:6]=2[N:25]=1.[CH2:29](N1C2C(=CC=CC=2)C2C=C(C(N)=O)C(NC)=NC1=2)C>>[NH2:28][C:26]([C:3]1[C:2]([NH:1][CH3:29])=[N:25][C:6]2[N:7]([CH2:14][C@@H:15]([NH:17][C:18](=[O:24])[O:19][C:20]([CH3:21])([CH3:22])[CH3:23])[CH3:16])[C:8]3[C:13]([C:5]=2[CH:4]=1)=[CH:12][CH:11]=[CH:10][CH:9]=3)=[O:27]. Procedure details: tert-butyl {(1S)-2-[2-amino-3-(aminocarbonyl)-9H-pyrido[2,3-b]indol-9-yl]-1-methylethyl}carbamate (xvi-b, 20 mg, 0.052 mmol) was alkylated according to procedure detailed in the preparation of 48, to afford tert-butyl {(1S)-2-[3-(aminocarbonyl)-2-(methylamino)-9H-pyrido[2,3-b]indol-9-yl]-1-methylethyl}carbamate (xxxii-a, 20 mg, 89%). NH4OAc QC conditions. M+H=398. The reactants are C(CO)O (1,2-ethanediol), [OH-].[Na+] (NaOH), N1=CC=C(C2=CC=CC=C12)CC#N (quinolin-4-ylacetonitrile), BrCCCl (1-bromo-2-chloro-ethane). The reagents and catalysts are [Cl-].C(C1=CC=CC=C1)[N+](CC)(CC)CC (benzyltriethylammonium chloride). The solvent is O (water). Reaction conditions: temperature 50 celsius, time 3 hour. The product is N1=CC=C(C2=CC=CC=C12)C1(CC1)C(=O)O (1-quinolin-4-ylcyclopropanecarboxylic acid). RXN SMILES: [OH-:1].[Na+].[N:3]1[C:12]2[C:7](=[CH:8][CH:9]=[CH:10][CH:11]=2)[C:6](CC#N)=[CH:5][CH:4]=1.Br[CH2:17][CH2:18]Cl.[CH2:20]([OH:23])[CH2:21]O>O.[Cl-].C([N+](CC)(CC)CC)C1C=CC=CC=1>[N:3]1[C:12]2[C:7](=[CH:8][CH:9]=[CH:10][CH:11]=2)[C:6]([C:21]2([C:20]([OH:23])=[O:1])[CH2:18][CH2:17]2)=[CH:5][CH:4]=1 |f:0.1,6.7|. Reported procedure: A solution of NaOH in water (2 ml, 50%) was added to a mixture of quinolin-4-ylacetonitrile (0.5 g, 0.002 mol), 1-bromo-2-chloro-ethane (1.0 mL, 0.012 mol), and benzyltriethylammonium chloride (0.1 g, 0.0004 mol) at 50° C. After the mixture was stirred at 50° C. for 3 hours, 1,2-ethanediol (5 mL, 0.09 mol) was added. Then the reaction mixture was stirred at 100° C. overnight. The reaction mixture was cooled to room temperature and washed with ether (3×). The aqueous layer was acidified (pH=2), a... Starting materials: CO, C=CC(CC(O)C(CC1CCCCC1)NC(=O)C(N)Cc1c[nH]cn1)C(C)C. Product: CCC(CC(O)C(CC1CCCCC1)NC(=O)C(N)Cc1c[nH]cn1)C(C)C. Reaction SMILES: [CH3:29][OH:30].[NH2:1][CH:2]([C:3](=[O:4])[NH:5][CH:6]([CH:7]([CH2:8][CH:9]([CH:10]=[CH2:11])[CH:12]([CH3:13])[CH3:14])[OH:15])[CH2:16][CH:17]1[CH2:18][CH2:19][CH2:20][CH2:21][CH2:22]1)[CH2:23][c:24]1[n:25][cH:26][nH:27][cH:28]1>>[NH2:1][CH:2]([C:3](=[O:4])[NH:5][CH:6]([CH:7]([CH2:8][CH:9]([CH2:10][CH3:11])[CH:12]([CH3:13])[CH3:14])[OH:15])[CH2:16][CH:17]1[CH2:18][CH2:19][CH2:20][CH2:21][CH2:22]1)[CH2:23][c:24]1[n:25][cH:26][nH:27][cH:28]1. Reactants: C(=O)(OC)C1=NC=NN1CCCOC1=C(C=C(C=C1C)C=1N=NN(N1)C)C (5-carbomethoxy-1-[3-[4-(2-methyl-tetrazol-5-yl)-2,6-dimethylphenoxy]-propyl]-1,2,4-triazole), [H-].[H-].[H-].[H-].[Li+].[Al+3] (LAH), C(C)(=O)OCC (Ethyl acetate), [C@@H]([C@H](C(=O)[O-])O)(C(=O)[O-])O.[Na+].[K+] (Rochelle salt). Run in C1CCOC1 (THF), C1CCOC1 (THF). Run at temperature 0 celsius, time 20 minute. The product is CN1N=C(N=N1)C1=CC(=C(OCCCN2N=CN=C2)C(=C1)C)C (2-[3-[4-(2-methyl-tetrazol-5-yl)-2,6-dimethylphenoxy]propyl]-1,2,4-triazole). The yield is 18.0%. RXN SMILES: C([C:5]1[N:9]([CH2:10][CH2:11][CH2:12][O:13][C:14]2[C:19]([CH3:20])=[CH:18][C:17]([C:21]3[N:22]=[N:23][N:24]([CH3:26])[N:25]=3)=[CH:16][C:15]=2[CH3:27])[N:8]=[CH:7][N:6]=1)(OC)=O.[H-].[H-].[H-].[H-].[Li+].[Al+3].[C@H](O)(C([O-])=O)[C@@H](O)C([O-])=O.[Na+].[K+].C(OCC)(=O)C>C1COCC1>[CH3:26][N:24]1[N:23]=[N:22][C:21]([C:17]2[CH:16]=[C:15]([CH3:27])[C:14]([O:13][CH2:12][CH2:11][CH2:10][N:9]3[CH:5]=[N:6][CH:7]=[N:8]3)=[C:19]([CH3:20])[CH:18]=2)=[N:25]1 |f:1.2.3.4.5.6,7.8.9|. Procedure details: To a solution of 5-carbomethoxy-1-[3-[4-(2-methyl-tetrazol-5-yl)-2,6-dimethylphenoxy]-propyl]-1,2,4-triazole (868 mg, 2.34 mmol) in 23 ml of THF was added dropwise at 0° C. a solution of 1M LAH in THF (1.52 ml, 1.52 mmol). The mixture was stirred for 20 min at 0° C. and then stirred at 20° C. for 24 h. Rochelle salt solution was added to the mixture and the solution was stirred at 20° C. for 10 min. Ethyl acetate was added to the above mixture and the aqueous layer was extracted with methylene c... Starting materials: C([O-])([O-])=O.[Na+].[Na+] (sodium carbonate), [SiH](CC)(CC)CC (Et3SiH), B(F)(F)F.CCOCC (BF3.Et2O), BrC=1C=CC(=C(C1)C(=O)C1=C(C=C(C(=C1)F)OCC)F)Cl ((5-bromo-2-chlorophenyl)(4-ethoxy-2,5-difluorophenyl)methanone). Solvent: C(Cl)(Cl)Cl.C(C)#N (chloroform acetonitrile). Run at time 12 hour. The product is BrC1=CC(=C(C=C1)Cl)CC1=C(C=C(C(=C1)F)OCC)F (1-bromo-4-chloro-3-(4-ethoxy-2,5-difluorobenzyl)benzene). The yield is 70.5%. Reaction SMILES: [SiH](CC)(CC)CC.B(F)(F)F.CCOCC.[Br:17][C:18]1[CH:19]=[CH:20][C:21]([Cl:37])=[C:22]([C:24]([C:26]2[CH:31]=[C:30]([F:32])[C:29]([O:33][CH2:34][CH3:35])=[CH:28][C:27]=2[F:36])=O)[CH:23]=1.C(=O)([O-])[O-].[Na+].[Na+]>C(Cl)(Cl)Cl.C(#N)C>[Br:17][C:18]1[CH:19]=[CH:20][C:21]([Cl:37])=[C:22]([CH2:24][C:26]2[CH:31]=[C:30]([F:32])[C:29]([O:33][CH2:34][CH3:35])=[CH:28][C:27]=2[F:36])[CH:23]=1 |f:1.2,4.5.6,7.8|. Procedure: Then, Et3SiH (5.93 mL, 0.0371 mol) and BF3.Et2O (2.83 mL, 0.0224 mol) were added sequentially to a chloroform-acetonitrile (1:1; 60 mL) solution of (5-bromo-2-chlorophenyl)(4-ethoxy-2,5-difluorophenyl)methanone (5.58 g, 0.0149 mol) at 4° C. The reaction mixture was warmed to room temperature, stirred for 12 hours and stirred at 45° C. for further three hours. After the reaction mixture was added with a saturated sodium carbonate aqueous solution and extracted with chloroform, the organic layer w... Reactants: Cl.CC1=C(N=CN1)CSCCSC(NC)=S (2-(5-methyl-4-imidazolylmethylthio)ethyl-N-methyldithiocarbamate hydrochloride), C([O-])([O-])=O.[Na+].[Na+] (sodium carbonate). The product is C(N)(S)=S.CNC(SCCSCC=1N=CNC1C)=S (2-(5-Methyl-4-imidazolylmethylthio)ethyl N-methyl-dithiocarbamate dithiocarbamate). As a reaction SMILES: Cl.[CH3:2][C:3]1[NH:7][CH:6]=[N:5][C:4]=1[CH2:8][S:9][CH2:10][CH2:11][S:12][C:13](=[S:16])[NH:14][CH3:15].C(=O)([O-])[O-].[Na+].[Na+]>>[C:13](=[S:12])([SH:16])[NH2:14].[CH3:15][NH:14][C:13](=[S:16])[S:12][CH2:11][CH2:10][S:9][CH2:8][C:4]1[N:5]=[CH:6][NH:7][C:3]=1[CH3:2] |f:0.1,2.3.4,5.6|. Reported procedure: This hydrochloride may be treated with aqueous sodium carbonate and the mixture extracted with chloroform and the chloroform extracts evaporated to give the free base. The reactants are [H-].[Na+] (sodium hydride), BrC=1C(=NC=CC1C)Cl (3-bromo-2-chloro-4-picoline), COC1=CC=C(CO)C=C1 (4-methoxybenzyl alcohol). Solvent: C1CCOC1 (THF), C1CCOC1 (THF), C1CCOC1 (THF). Run at time 30 minute. Yields the product BrC=1C(=NC=CC1C)OCC1=CC=C(C=C1)OC (3-Bromo-2-(4-methoxybenzyloxy)-4-methylpyridine). As a reaction SMILES: [H-].[Na+].[CH3:3][O:4][C:5]1[CH:12]=[CH:11][C:8]([CH2:9][OH:10])=[CH:7][CH:6]=1.[Br:13][C:14]1[C:15](Cl)=[N:16][CH:17]=[CH:18][C:19]=1[CH3:20]>C1COCC1>[Br:13][C:14]1[C:15]([O:10][CH2:9][C:8]2[CH:11]=[CH:12][C:5]([O:4][CH3:3])=[CH:6][CH:7]=2)=[N:16][CH:17]=[CH:18][C:19]=1[CH3:20] |f:0.1|. Procedure: 3-bromo-2-(4-methoxybenzyloxy)-4-methylpyridine was prepared by the procedure described in J. Med. Chem., 2008, 51, 3065. A pressure vessel was charged with anhydrous THF (25 ml) and sodium hydride (1.44 g, 36.18 mmol, 60% dispersion). To this stirred mixture was added portionwise a solution of 4-methoxybenzyl alcohol (5.0 g, 36.18 mmol) in anhydrous THF (15 ml). After addition was complete, the mixture was stirred at room temperature for 30 minutes and a solution of 3-bromo-2-chloro-4-picoline ...